From a dataset of the Open Reaction Database (ORD), a public repository of structured organic reaction records. describe an organic reaction: reactants, conditions, products, and yield The solvent is CO (methanol), CCOC(=O)C (EtOAc), [Cl-].[Na+].O (brine). Product: C(C1=CC=CC=C1)OC(=O)NC1CCC2=CC(=CC=C12)C(=O)OC (methyl 1-(benzyloxycarbonylamino)-2,3-dihydro-1H-indene-5-carboxylate). Procedure: A 500 mL steel autoclave was charged with benzyl 5-bromo-2,3-dihydro-1H-inden-1-ylcarbamate (7.50 g, 21.7 mmol), PdCl2(dppf) (890 mg, 1.1 mmol), and sodium carbonate (4.69 g, 44.3 mmol) in degassed DMF (50 mL) and methanol (50 mL). The autoclave was placed under carbon monoxide (12 bar) and stirred at 100° C. for 3 days. The reaction was cooled to rt, diluted with EtOAc (200 mL) and brine (200 mL), and filtered over Kiezelguhr gel. The organics were isolated and washed with brine (2×200 mL). The... Starting materials: steel, BrC=1C=C2CCC(C2=CC1)NC(OCC1=CC=CC=C1)=O (benzyl 5-bromo-2,3-dihydro-1H-inden-1-ylcarbamate), C([O-])([O-])=O.[Na+].[Na+] (sodium carbonate), CN(C)C=O (DMF). The reagents and catalysts are C1=CC=C(C=C1)P([C-]2C=CC=C2)C3=CC=CC=C3.C1=CC=C(C=C1)P([C-]2C=CC=C2)C3=CC=CC=C3.Cl[Pd]Cl.[Fe+2] (PdCl2(dppf)). Run at temperature 100 celsius, time 3 day. As a reaction SMILES: Br[C:2]1[CH:3]=[C:4]2[C:8](=[CH:9][CH:10]=1)[CH:7]([NH:11][C:12](=[O:21])[O:13][CH2:14][C:15]1[CH:20]=[CH:19][CH:18]=[CH:17][CH:16]=1)[CH2:6][CH2:5]2.[C:22](=[O:25])([O-])[O-:23].[Na+].[Na+].[CH3:28]N(C=O)C>CO.CCOC(C)=O.[Cl-].[Na+].O.C1C=CC(P(C2C=CC=CC=2)[C-]2C=CC=C2)=CC=1.C1C=CC(P(C2C=CC=CC=2)[C-]2C=CC=C2)=CC=1.Cl[Pd]Cl.[Fe+2]>[CH2:14]([O:13][C:12]([NH:11][CH:7]1[C:8]2[C:4](=[CH:3][C:2]([C:22]([O:23][CH3:28])=[O:25])=[CH:10][CH:9]=2)[CH2:5][CH2:6]1)=[O:21])[C:15]1[CH:20]=[CH:19][CH:18]=[CH:17][CH:16]=1 |f:1.2.3,7.8.9,10.11.12.13|. Reactants: ICCCc1ccc(CCc2ccc(-c3ccccc3)cc2)cc1, COC(=O)c1ccc(O)c(C(=O)NC2CCCC(C(=O)OC)C2)c1. Yields the product COC(=O)c1ccc(OCCCc2ccc(CCc3ccc(-c4ccccc4)cc3)cc2)c(C(=O)NC2CCCC(C(=O)OC)C2)c1. As a reaction SMILES: [I:25][CH2:26][CH2:27][CH2:28][c:29]1[cH:30][cH:31][c:32]([CH2:35][CH2:36][c:37]2[cH:38][cH:39][c:40](-[c:43]3[cH:44][cH:45][cH:46][cH:47][cH:48]3)[cH:41][cH:42]2)[cH:33][cH:34]1.[OH:1][c:2]1[c:3]([C:12](=[O:13])[NH:14][CH:15]2[CH2:16][CH:17]([C:21](=[O:22])[O:23][CH3:24])[CH2:18][CH2:19][CH2:20]2)[cH:4][c:5]([C:6](=[O:7])[O:8][CH3:9])[cH:10][cH:11]1>>[O:1]([c:2]1[c:3]([C:12](=[O:13])[NH:14][CH:15]2[CH2:16][CH:17]([C:21](=[O:22])[O:23][CH3:24])[CH2:18][CH2:19][CH2:20]2)[cH:4][c:5]([C:6](=[O:7])[O:8][CH3:9])[cH:10][cH:11]1)[CH2:26][CH2:27][CH2:28][c:29]1[cH:30][cH:31][c:32]([CH2:35][CH2:36][c:37]2[cH:38][cH:39][c:40](-[c:43]3[cH:44][cH:45][cH:46][cH:47][cH:48]3)[cH:41][cH:42]2)[cH:33][cH:34]1. The reactants are C(C)(C)OC(CCCCCOC=1C(=CC2=C(N(C(=N2)C2=CC=CC=C2)C2=CC=CC=C2)C1)N)=O (6-[(5-Amino-1,2-diphenyl-1H-benzimidazol-6-yl)oxy]hexanoic acid isopropyl ester), ClC1=CC=C(C=C1)S(=O)(=O)Cl (4-chlorobenzenesulfonic acid chloride). Yields the product C(C)(C)OC(CCCCCOC=1C(=CC2=C(N(C(=N2)C2=CC=CC=C2)C2=CC=CC=C2)C1)NS(=O)(=O)C1=CC=C(C=C1)Cl)=O (6-[[5-[[(4-Chlorophenyl)sulfonyl]amino]-1,2-diphenyl-1H-benzimidazol-6-yl]oxy]hexanoic acid isopropyl ester). As a reaction SMILES: [CH:1]([O:4][C:5](=[O:34])[CH2:6][CH2:7][CH2:8][CH2:9][CH2:10][O:11][C:12]1[C:13]([NH2:33])=[CH:14][C:15]2[N:19]=[C:18]([C:20]3[CH:25]=[CH:24][CH:23]=[CH:22][CH:21]=3)[N:17]([C:26]3[CH:31]=[CH:30][CH:29]=[CH:28][CH:27]=3)[C:16]=2[CH:32]=1)([CH3:3])[CH3:2].[Cl:35][C:36]1[CH:41]=[CH:40][C:39]([S:42](Cl)(=[O:44])=[O:43])=[CH:38][CH:37]=1>>[CH:1]([O:4][C:5](=[O:34])[CH2:6][CH2:7][CH2:8][CH2:9][CH2:10][O:11][C:12]1[C:13]([NH:33][S:42]([C:39]2[CH:40]=[CH:41][C:36]([Cl:35])=[CH:37][CH:38]=2)(=[O:44])=[O:43])=[CH:14][C:15]2[N:19]=[C:18]([C:20]3[CH:21]=[CH:22][CH:23]=[CH:24][CH:25]=3)[N:17]([C:26]3[CH:27]=[CH:28][CH:29]=[CH:30][CH:31]=3)[C:16]=2[CH:32]=1)([CH3:3])[CH3:2]. Procedure details: 6-[(5-Amino-1,2-diphenyl-1H-benzimidazol-6-yl)oxy]hexanoic acid isopropyl ester was reacted according to general operating instructions 13 with 4-chlorobenzenesulfonic acid chloride. RXN SMILES: [Cl:1][C:2]1[C:7]([Cl:8])=[CH:6][CH:5]=[CH:4][C:3]=1[N:9]1[C:13]([C:14]2[C:15]([NH2:20])=[N:16][CH:17]=[CH:18][CH:19]=2)=[N:12][N:11]=[N:10]1.[Cl:21][C:22]1[C:23]([F:40])=[C:24]([N:28]2[C:32]([C:33]3[C:34]([NH2:39])=[N:35][CH:36]=[CH:37][CH:38]=3)=[N:31][N:30]=[N:29]2)[CH:25]=[CH:26][CH:27]=1>>[C:33]([NH:20][C:15]1[C:14]([C:13]2[N:9]([C:3]3[CH:4]=[CH:5][CH:6]=[C:7]([Cl:8])[C:2]=3[Cl:1])[N:10]=[N:11][N:12]=2)=[CH:19][CH:18]=[CH:17][N:16]=1)([CH3:34])([CH3:38])[CH3:32].[C:14]([NH:39][C:34]1[C:33]([C:32]2[N:28]([C:24]3[CH:25]=[CH:26][CH:27]=[C:22]([Cl:21])[C:23]=3[F:40])[N:29]=[N:30][N:31]=2)=[CH:38][CH:37]=[CH:36][N:35]=1)([CH3:15])([CH3:19])[CH3:13]. Product: C(C)(C)(C)NC1=NC=CC=C1C1=NN=NN1C1=C(C(=CC=C1)Cl)Cl (N-tert-butyl-3-(1-(2,3-dichlorophenyl)-1H-tetrazol-5-yl)pyridin-2-amine), C(C)(C)(C)NC1=NC=CC=C1C1=NN=NN1C1=C(C(=CC=C1)Cl)F (N-tert-butyl-3-(1-(3-chloro-2-fluorophenyl)-1H-tetrazol-5-yl)pyridin-2-amine). Starting materials: ClC1=C(C=CC=C1Cl)N1N=NN=C1C=1C(=NC=CC1)N (3-(1-(2,3-dichlorophenyl)-1H-tetrazol-5-yl)pyridin-2-amine), ClC=1C(=C(C=CC1)N1N=NN=C1C=1C(=NC=CC1)N)F (3-(1-(3-chloro-2-fluorophenyl)-1H-tetrazol-5-yl)pyridin-2-amine). Procedure: Crude N-tert-butyl-3-(1-(2,3-difluorophenyl)-1H-tetrazol-5-yl)pyridin-2-amine was dissolved in MeOH (10 mL), treated with 6N HCl (20 mL), and heated to reflux for 2 hours. The mixture was subsequently cooled to RT and neutralized with 6N NaOH. The resulting precipitate was collected, washed with water, and dried in vacuo to give 3-(1-(2,3-difluorophenyl)-1H-tetrazol-5-yl)pyridin-2-amine as white solid. Using the same procedure, 3-(1-(2,3-dichlorophenyl)-1H-tetrazol-5-yl)pyridin-2-amine and 3-(1-...